This data is from the Open Reaction Database (ORD), a public repository of structured organic reaction records. The task is: describe an organic reaction: reactants, conditions, products, and yield Procedure: To a solution of the 4-phenyl-piperidin-4-ol (0.212 g, 1.2 mmol) in isopropanol was added 2,6-lutidine (0.240 mL, 2.1 mmol) and catalytic potassium iodide. This mixture was heated to 80° C., and treated with 2-[5-(3-Bromo-propylidene)-5,11-dihydro-10-oxa-1-aza-dibenzo[a,d]cyclohepten-7-yl]-propan-2-ol (0.224 g, 0.6 mmol), added in portions over 1 h. The solution was then stirred at 80° C. for an additional 14 h. The reaction was concentrated in vacuo, then purified by Isco flash chromatography (... Conditions: temperature 80 celsius, time 14 hour. Run in C(C)(C)O (isopropanol). As a reaction SMILES: [C:1]1([C:7]2([OH:13])[CH2:12][CH2:11][NH:10][CH2:9][CH2:8]2)[CH:6]=[CH:5][CH:4]=[CH:3][CH:2]=1.N1C(C)=CC=CC=1C.[I-].[K+].Br[CH2:25][CH2:26][CH:27]=[C:28]1[C:34]2[CH:35]=[CH:36][CH:37]=[N:38][C:33]=2[CH2:32][O:31][C:30]2[CH:39]=[CH:40][C:41]([C:43]([OH:46])([CH3:45])[CH3:44])=[CH:42][C:29]1=2>C(O)(C)C>[OH:46][C:43]([C:41]1[CH:40]=[CH:39][C:30]2[O:31][CH2:32][C:33]3[N:38]=[CH:37][CH:36]=[CH:35][C:34]=3[C:28](=[CH:27][CH2:26][CH2:25][N:10]3[CH2:11][CH2:12][C:7]([C:1]4[CH:2]=[CH:3][CH:4]=[CH:5][CH:6]=4)([OH:13])[CH2:8][CH2:9]3)[C:29]=2[CH:42]=1)([CH3:45])[CH3:44] |f:2.3|. Yield: 49.6%. Yields the product OC(C)(C)C1=CC2=C(OCC3=C(C2=CCCN2CCC(CC2)(O)C2=CC=CC=C2)C=CC=N3)C=C1 (1-{3-[7-(1-Hydroxy-1-methyl-ethyl)-11H-10-oxa-1-aza-dibenzo[a,d]cyclohepten-5-ylidene]-propyl}-4-phenyl-piperidin-4-ol). Reactants: C1(=CC=CC=C1)C1(CCNCC1)O (4-phenyl-piperidin-4-ol), N1=C(C=CC=C1C)C (2,6-lutidine), [I-].[K+] (potassium iodide), BrCCC=C1C2=C(OCC3=C1C=CC=N3)C=CC(=C2)C(C)(C)O (2-[5-(3-Bromo-propylidene)-5,11-dihydro-10-oxa-1-aza-dibenzo[a,d]cyclohepten-7-yl]-propan-2-ol). Reactants: ClC(Cl)(Cl)Cl, CC(=O)[O-], O=C(O)CCC(O)=NCl, Cc1cnccc1Cl, O=S([O-])c1ccc(Cl)cc1, Cl, [K+], CC(C)(C#N)N=NC(C)(C)C#N, [Na+]. Yields the product O=S(=O)(Cc1cnccc1Cl)c1ccc(Cl)cc1. Reaction SMILES: [C:47]([Cl:48])([Cl:49])([Cl:50])[Cl:51].[CH3:43][C:44](=[O:45])[O-:46].[Cl:10][N:11]=[C:12]([OH:13])[CH2:14][CH2:15][C:16]([OH:17])=[O:18].[Cl:2][c:3]1[c:4]([CH3:9])[cH:5][n:6][cH:7][cH:8]1.[Cl:31][c:32]1[cH:33][cH:34][c:35]([S:38](=[O:39])[O-:40])[cH:36][cH:37]1.[ClH:1].[K+:42].[N:19]([C:20]([CH3:21])([CH3:22])[C:23]#[N:24])=[N:25][C:26]([CH3:27])([CH3:28])[C:29]#[N:30].[Na+:41]>>[Cl:2][c:3]1[c:4]([CH2:9][S:38]([c:35]2[cH:34][cH:33][c:32]([Cl:31])[cH:37][cH:36]2)(=[O:39])=[O:40])[cH:5][n:6][cH:7][cH:8]1. The reactants are C(C)(=O)NC1CNS(C2=C1C=CS2)(=O)=O (4-acetamido-3,4-dihydro-2H-thieno[3,2-e]-1,2-thiazine-1,1-dioxide), CO (methanol). The solvent is O1CCCC1 (tetrahydrofuran). Run at temperature 70 celsius, time 4 hour. Yields the product C(C)NC1CNS(C2=C1C=CS2)(=O)=O (3,4-dihydro-4-ethylamino-2H-thieno[3,2-e]-1,2-thiazine-1,1-dioxide). The yield is 96.0%. Reaction SMILES: [C:1]([NH:4][CH:5]1[C:10]2[CH:11]=[CH:12][S:13][C:9]=2[S:8](=[O:15])(=[O:14])[NH:7][CH2:6]1)(=O)[CH3:2].CO>O1CCCC1>[CH2:1]([NH:4][CH:5]1[C:10]2[CH:11]=[CH:12][S:13][C:9]=2[S:8](=[O:14])(=[O:15])[NH:7][CH2:6]1)[CH3:2]. Procedure details: A suspension of 4-acetamido-3,4-dihydro-2H-thieno[3,2-e]-1,2-thiazine-1,1-dioxide (4.93 g, 0.02 mol) in tetrahydrofuran (50 ml) was heated in an oil bath at 70° C. Borane-dimethyl sulfide complex (20.0 ml of 10.0M, 0.20 mol) was added dropwise over 1/2 hour and the mixture was stirred at 70° C. for 4 hrs. The mixture was cooled in ice and methanol was added (50 ml) dropwise. The volatile solvents were removed in vacuo and the residual oil was heated with 6N hydrochloric acid (50 ml) on the steam... Reactants: ClC1=C(C(=O)C2=C(C=CC=C2)N(C(CCN2C(C3=CC=CC=C3C2=O)=O)=O)C=NNC(CCN2C(C3=CC=CC=C3C2=O)=O)=O)C=CC=C1 (1,3-dioxo-2-isoindolinepropionic acid, [[N-[2-(o-chlorobenzoyl)phenyl]-1,3-dioxo-2-isoindolinepropionamido]methylene]hydrazide), 5A, FC(C(=O)O)(F)F (trifluoroacetic acid). Solvent: C1(=CC=CC=C1)C (toluene). Product: ClC1=C(C=CC=C1)C(C1=C(C=CC=C1)N1C(=NN=C1)CCN1C(C=2C(C1=O)=CC=CC2)=O)=O (2'-chloro-2-[3-(2-phthalimidoethyl)-4H-1,2,4-triazol-4-yl]benzophenone). As a reaction SMILES: [Cl:1][C:2]1[CH:49]=[CH:48][CH:47]=[CH:46][C:3]=1[C:4]([C:6]1[CH:11]=[CH:10][CH:9]=[CH:8][C:7]=1[N:12]([CH:28]=[N:29][NH:30][C:31](=O)[CH2:32][CH2:33][N:34]1[C:42](=[O:43])[C:41]2[C:36](=[CH:37][CH:38]=[CH:39][CH:40]=2)[C:35]1=[O:44])C(=O)CCN1C(=O)C2C(=CC=CC=2)C1=O)=[O:5].FC(F)(F)C(O)=O>C1(C)C=CC=CC=1>[Cl:1][C:2]1[CH:49]=[CH:48][CH:47]=[CH:46][C:3]=1[C:4](=[O:5])[C:6]1[CH:11]=[CH:10][CH:9]=[CH:8][C:7]=1[N:12]1[CH:28]=[N:29][N:30]=[C:31]1[CH2:32][CH2:33][N:34]1[C:42](=[O:43])[C:41]2=[CH:40][CH:39]=[CH:38][CH:37]=[C:36]2[C:35]1=[O:44]. Reported procedure: The 1,3-dioxo-2-isoindolinepropionic acid, [[N-[2-(o-chlorobenzoyl)phenyl]-1,3-dioxo-2-isoindolinepropionamido]methylene]hydrazide from Preparation 5A is mixed with toluene (165 ml.), treated with trifluoroacetic acid (0.732 ml.) and warmed, under nitrogen, at 100°-110° C. for 1.5 hours. The mixture is concentrated in vacuo and the residue is mixed with cold, dilute sodium bicarbonate and extracted with chloroform. The extract is washed with brine, dried over anhydrous sodium sulfate and concent... The reactants are C1(CCCC1)NC1=NC(=NC(=C1C)C)NCC1=NC=CC=C1 (N4-cyclopentyl-5,6-dimethyl-N2-(pyridin-2-ylmethyl)pyrimidine-2,4-diamine), C12C(CC(CC1)C2)N (bicyclo[2.2.1]hept-2-ylamine). Product: C12C(CC(CC1)C2)NC2=NC(=NC(=C2C)C)NCC2=NC=CC=C2 (N4-(bicyclo[2.2.1]hept-2-yl)-5,6-dimethyl-N2-(pyridin-2-ylmethyl)pyrimidine-2,4-diamine). Reaction SMILES: [CH:1]1([NH:6][C:7]2[C:12]([CH3:13])=[C:11]([CH3:14])[N:10]=[C:9]([NH:15][CH2:16][C:17]3[CH:22]=[CH:21][CH:20]=[CH:19][N:18]=3)[N:8]=2)[CH2:5][CH2:4][CH2:3][CH2:2]1.[CH:23]12CC(CC1)C[CH:24]2N>>[CH:5]12[CH2:4][CH:3]([CH2:23][CH2:24]1)[CH2:2][CH:1]2[NH:6][C:7]1[C:12]([CH3:13])=[C:11]([CH3:14])[N:10]=[C:9]([NH:15][CH2:16][C:17]2[CH:22]=[CH:21][CH:20]=[CH:19][N:18]=2)[N:8]=1. Procedure details: The titled compound was synthesized according to the procedure described for preparation of N4-cyclopentyl-5,6-dimethyl-N2-(pyridin-2-ylmethyl)pyrimidine-2,4-diamine (Example 29) using bicyclo[2.2.1]hept-2-ylamine instead of cyclopentanamine. The crude material was purified by column chromatography eluting with mixture of chloroform/ethanol/20% water solution of ammonia (200:10:1), and then the final product was washed with diethyl ether to afford the titled compound as a white solid. 1H NMR (30... Reactants: C(CCl)Cl (EDC), C1=CC2=C(N=C1)N(N=N2)O (HOAt), NC=1C=NC=CC1N1C[C@H]([C@H]([C@H](C1)C)N=[N+]=[N-])NC(OC(C)(C)C)=O (tert-butyl ((3R,4S,5S)-1-(3-aminopyridin-4-yl)-4-azido-5-methylpiperidin-3-yl)carbamate), FC1=C(C(=CC=C1)F)C1=C(C=CC(=N1)C(=O)O)F (6-(2,6-difluorophenyl)-5-fluoropicolinic acid), [N-]=[N+]=[N-] (azide). The reagents and catalysts are [Pd] (Pd/C). The solvent is CN(C)C=O (DMF), O (water), CC(C)O (2-propanol). Run at time 8 hour. Product: N[C@@H]1[C@@H](CN(C[C@@H]1C)C1=C(C=NC=C1)NC(C1=NC(=C(C=C1)F)C1=C(C=CC=C1F)F)=O)NC(OC(C)(C)C)=O (tert-butyl ((3R,4S,5S)-4-amino-1-(3-(6-(2,6-difluorophenyl)-5-fluoropicolinamido)pyridin-4-yl)-5-methylpiperidin-3-yl)carbamate). The yield is 58.0%. RXN SMILES: C(Cl)CCl.C1C=NC2N(O)N=NC=2C=1.[NH2:15][C:16]1[CH:17]=[N:18][CH:19]=[CH:20][C:21]=1[N:22]1[CH2:27][C@H:26]([CH3:28])[C@H:25]([N:29]=[N+]=[N-])[C@H:24]([NH:32][C:33](=[O:39])[O:34][C:35]([CH3:38])([CH3:37])[CH3:36])[CH2:23]1.[F:40][C:41]1[CH:46]=[CH:45][CH:44]=[C:43]([F:47])[C:42]=1[C:48]1[N:53]=[C:52]([C:54](O)=[O:55])[CH:51]=[CH:50][C:49]=1[F:57].[N-]=[N+]=[N-]>CN(C=O)C.O.CC(O)C.[Pd]>[NH2:29][C@H:25]1[C@@H:26]([CH3:28])[CH2:27][N:22]([C:21]2[CH:20]=[CH:19][N:18]=[CH:17][C:16]=2[NH:15][C:54](=[O:55])[C:52]2[CH:51]=[CH:50][C:49]([F:57])=[C:48]([C:42]3[C:41]([F:40])=[CH:46][CH:45]=[CH:44][C:43]=3[F:47])[N:53]=2)[CH2:23][C@H:24]1[NH:32][C:33](=[O:39])[O:34][C:35]([CH3:38])([CH3:37])[CH3:36]. Reported procedure: EDC (1.5 equiv.) and HOAt (1.5 equiv.) were added to a solution of tert-butyl ((3R,4S,5S)-1-(3-aminopyridin-4-yl)-4-azido-5-methylpiperidin-3-yl)carbamate (1.0 equiv.) and 6-(2,6-difluorophenyl)-5-fluoropicolinic acid (1.3 equiv.) in DMF (0.20 M). The mixture was stirred at ambient temperature overnight. The reaction mixture was diluted with water and extracted with ethyl acetate. The combined extracts were washed sequentially with 1M aqueous sodium hydroxide and brine, dried over sodium sulfate...